Dataset: the Open Reaction Database (ORD), a public repository of structured organic reaction records. Task: describe an organic reaction: reactants, conditions, products, and yield Reactants: COc1cc2c(Nc3cc(OC(C)=O)c(Cl)cc3F)ncnc2cc1OCc1ccccc1, CO, ClC(Cl)Cl, CN(C)C=O. The product is COc1cc2c(Nc3cc(OC(C)=O)c(Cl)cc3F)ncnc2cc1O. RXN SMILES: [C:1]([CH3:2])(=[O:3])[O:4][c:5]1[c:6]([Cl:33])[cH:7][c:8]([F:32])[c:9]([NH:10][c:11]2[n:12][cH:13][n:14][c:15]3[cH:16][c:17]([O:23][CH2:24][c:25]4[cH:26][cH:27][cH:28][cH:29][cH:30]4)[c:18]([O:21][CH3:22])[cH:19][c:20]23)[cH:31]1.[CH3:34][OH:35].[Cl:36][CH:37]([Cl:38])[Cl:39].[O:40]=[CH:41][N:42]([CH3:43])[CH3:44]>>[C:1]([CH3:2])(=[O:3])[O:4][c:5]1[c:6]([Cl:33])[cH:7][c:8]([F:32])[c:9]([NH:10][c:11]2[n:12][cH:13][n:14][c:15]3[cH:16][c:17]([OH:23])[c:18]([O:21][CH3:22])[cH:19][c:20]23)[cH:31]1. Reactants: Cc1ccccc1, [Na+], [OH-], O, O, C=CCO, Cc1ccc(C(C(=O)O)c2ccc(C)cc2)cc1, Cc1ccc(S(=O)(=O)O)cc1. The product is C=CCOC(=O)C(c1ccc(C)cc1)c1ccc(C)cc1. RXN SMILES: [CH3:37][c:38]1[cH:39][cH:40][cH:41][cH:42][cH:43]1.[Na+:36].[OH-:35].[OH2:23].[OH2:44].[OH:19][CH2:20][CH:21]=[CH2:22].[c:1]1([CH3:18])[cH:2][cH:3][c:4]([CH:7]([C:8](=[O:9])[OH:10])[c:11]2[cH:12][cH:13][c:14]([CH3:17])[cH:15][cH:16]2)[cH:5][cH:6]1.[c:24]1([CH3:25])[cH:26][cH:27][c:28]([S:29]([OH:30])(=[O:31])=[O:32])[cH:33][cH:34]1>>[c:1]1([CH3:18])[cH:2][cH:3][c:4]([CH:7]([C:8](=[O:9])[O:10][CH2:22][CH:21]=[CH2:20])[c:11]2[cH:12][cH:13][c:14]([CH3:17])[cH:15][cH:16]2)[cH:5][cH:6]1. The reactants are C(C=C)ONC(CCC)=C1C(CC(CC1=O)(C)C)=O (2-(1-allyloxyaminobutylidene)-5,5-dimethylcyclohexane-1,3-dione), CI (methyl iodide). The reagents and catalysts are [Ag] (Silver). Run in CCOCC (ether). The product is C(C=C)ON=C(CCC)C=1C(CC(CC1OC)(C)C)=O (2-(N-allyloxybutyrimidoyl)-5,5-dimethyl-3-methoxy-2-cyclohexene-1-one). Reaction SMILES: [CH2:1]([O:4][NH:5][C:6](=[C:10]1[C:15](=[O:16])[CH2:14][C:13]([CH3:18])([CH3:17])[CH2:12][C:11]1=[O:19])[CH2:7][CH2:8][CH3:9])[CH:2]=[CH2:3].[CH3:20]I>CCOCC.[Ag]>[CH2:1]([O:4][N:5]=[C:6]([C:10]1[C:11](=[O:19])[CH2:12][C:13]([CH3:18])([CH3:17])[CH2:14][C:15]=1[O:16][CH3:20])[CH2:7][CH2:8][CH3:9])[CH:2]=[CH2:3]. Procedure details: Silver salt of 2-(1-allyloxyaminobutylidene)-5,5-dimethylcyclohexane-1,3-dione (25 g) was suspended in 100 ml of ether and methyl iodide (34 g) was added. The mixture was refluxed for 6 hours with stirring. After filtering silver iodide, the solvent was removed in vacuo and then poured into water. The oil thus separated was extracted with chloroform and washed with one normal sodium hydroxide and dried over magnesium sulfate. The solvent was removed in vacuo and the desired product was obtained ...